From a dataset of the Open Reaction Database (ORD), a public repository of structured organic reaction records. describe an organic reaction: reactants, conditions, products, and yield Starting materials: solid, BrC1=C(C(=CC=2C=C3N(C12)CCNC3=O)F)F (6-bromo-7,8-difluoro-3,4-dihydro-2H-pyrazino[1,2-a]indol-1-one), BrC1=C(C(=CC=2C=C3N(C12)CCNC3=O)F)F (6-bromo-7,8-difluoro-3,4-dihydro-2H-pyrazino[1,2-a]indol-1-one), FC=1C=C(C=CC1F)B(O)O (3,4-difluoro-phenylboronic acid). Product: FC=1C=C(C=CC1F)C1=C(C(=CC=2C=C3N(C12)CCNC3=O)F)F (6-(3,4-Difluoro-phenyl)-7,8-difluoro-3,4-dihydro-2H-pyrazino[1,2-a]indol-1-one). RXN SMILES: Br[C:2]1[C:10]2[N:9]3[CH2:11][CH2:12][NH:13][C:14](=[O:15])[C:8]3=[CH:7][C:6]=2[CH:5]=[C:4]([F:16])[C:3]=1[F:17].[F:18][C:19]1[CH:20]=[C:21](B(O)O)[CH:22]=[CH:23][C:24]=1[F:25]>>[F:18][C:19]1[CH:20]=[C:21]([C:2]2[C:10]3[N:9]4[CH2:11][CH2:12][NH:13][C:14](=[O:15])[C:8]4=[CH:7][C:6]=3[CH:5]=[C:4]([F:16])[C:3]=2[F:17])[CH:22]=[CH:23][C:24]=1[F:25]. Procedure details: The title compound, white solid (61 mg, 73%), MS (ISP) m/z=335.2 [(M+H)+], mp 305° C., was prepared in accordance with the general method of example 1 from 6-bromo-7,8-difluoro-3,4-dihydro-2H-pyrazino[1,2-a]indol-1-one (intermediate 6) (75.3 mg, 0.25 mmol) and commercially available 3,4-difluoro-phenylboronic acid (51.3 mg, 0.325 mmol). Starting materials: COC1=CC=C(C=C1)C1CCC2(OCCO2)CC1 (8-(4-methoxyphenyl)-1,4-dioxaspiro[4.5]decane), Cl (HCl). The solvent is CCOC(=O)C (EtOAc), C1CCOC1 (THF). Run at time 4 hour. Product: COC1=CC=C(C=C1)C1CCC(CC1)=O (4-(4-methoxyphenyl)cyclohexanone). RXN SMILES: [CH3:1][O:2][C:3]1[CH:8]=[CH:7][C:6]([CH:9]2[CH2:18][CH2:17][C:12]3(OCC[O:13]3)[CH2:11][CH2:10]2)=[CH:5][CH:4]=1.Cl>C1COCC1.CCOC(C)=O>[CH3:1][O:2][C:3]1[CH:4]=[CH:5][C:6]([CH:9]2[CH2:18][CH2:17][C:12](=[O:13])[CH2:11][CH2:10]2)=[CH:7][CH:8]=1. Procedure details: To a solution of 8-(4-methoxyphenyl)-1,4-dioxaspiro[4.5]decane (590 mg, 2.38 mmol) in THF (20 mL) was added 6N HCl (1.2 mL). The reaction was stirred at room temperature for 4 hours and then diluted with EtOAc (50 mL) and washed with water (2×40 mL) and saturated NaHCO3/brine (2×40 mL, 1:1). The organic layer was dried (Na2SO4), filtered, and concentrated. Purification of the residue by flash chromatography on silica gel (0 to 25% EtOAc/hexanes) afforded 4-(4-methoxyphenyl)cyclohexanone. 1H NMR ...